From a dataset of the Open Reaction Database (ORD), a public repository of structured organic reaction records. describe an organic reaction: reactants, conditions, products, and yield Reactants: COC(CCC1=CC(=C(C=C1)CO)P(=O)(OCC)OCC)=O (3-(3-Diethoxyphosphoryl-4-hydroxymethyl-phenyl)propionic acid methyl ester), C1=CC=C(C=C1)P(C2=CC=CC=C2)C3=CC=CC=C3 (PPh3), C(Br)(Br)(Br)Br (CBr4). The solvent is C1CCOC1 (THF). Run at temperature 25 celsius, time 1 hour. The product is COC(CCC1=CC(=C(C=C1)CBr)P(=O)(OCC)OCC)=O (3-(3-Diethoxyphosphoryl-4-bromomethyl-phenyl)propionic Acid Methyl Ester). The yield is 38.1%. As a reaction SMILES: [CH3:1][O:2][C:3](=[O:22])[CH2:4][CH2:5][C:6]1[CH:11]=[CH:10][C:9]([CH2:12]O)=[C:8]([P:14]([O:19][CH2:20][CH3:21])([O:16][CH2:17][CH3:18])=[O:15])[CH:7]=1.C1C=CC(P(C2C=CC=CC=2)C2C=CC=CC=2)=CC=1.C(Br)(Br)(Br)[Br:43]>C1COCC1>[CH3:1][O:2][C:3](=[O:22])[CH2:4][CH2:5][C:6]1[CH:11]=[CH:10][C:9]([CH2:12][Br:43])=[C:8]([P:14]([O:19][CH2:20][CH3:21])([O:16][CH2:17][CH3:18])=[O:15])[CH:7]=1. Procedure: 3-(3-Diethoxyphosphoryl-4-hydroxymethyl-phenyl)propionic acid methyl ester (330 mg, 1 mmol), PPh3 (289 mg, 1.1 mmol) and CBr4 (365 mg, 1.1 mmol) were dissolved in 5 mL dry THF. The reaction mixture was stirred at 25° C. for 1 hr. The mixture turned cloudy. Solid was filtered and the filtrate was concentrated. The residue was further purified by flash column chromatography on silica gel (EtOAC/hexane 3/1, Rf=0.40). Pure product was obtained as an oil 150 mg (yield 38%).